This data is from the Open Reaction Database (ORD), a public repository of structured organic reaction records. The task is: describe an organic reaction: reactants, conditions, products, and yield The reactants are CCC(C=O)NC(c1ccccc1)(c1ccccc1)c1ccccc1, [Li]C(C)C, [Cl-], [NH4+]. The product is CCC(NC(c1ccccc1)(c1ccccc1)c1ccccc1)C(O)C(C)C. Reaction SMILES: [C:5]([c:6]1[cH:7][cH:8][cH:9][cH:10][cH:11]1)([c:12]1[cH:13][cH:14][cH:15][cH:16][cH:17]1)([c:18]1[cH:19][cH:20][cH:21][cH:22][cH:23]1)[NH:24][CH:25]([CH:26]=[O:27])[CH2:28][CH3:29].[CH:1]([CH3:2])([CH3:3])[Li:4].[Cl-:30].[NH4+:31]>>[CH:1]([CH3:2])([CH3:3])[CH:26]([CH:25]([NH:24][C:5]([c:6]1[cH:7][cH:8][cH:9][cH:10][cH:11]1)([c:12]1[cH:13][cH:14][cH:15][cH:16][cH:17]1)[c:18]1[cH:19][cH:20][cH:21][cH:22][cH:23]1)[CH2:28][CH3:29])[OH:27]. Reactants: Br.Br.C(C1=CC=CC=C1)N1[C@@H]2CN[C@H](C1)C2 ((1S)(4S)-2-benzyl-2,5-diazabicyclo{2,2,1}heptane dihydrobromide), FC=1C=C(C=CC1F)[N+](=O)[O-] (3,4-difluoronitrobenzene), N12CCCCCC2=NCCC1 (1,8-diazabicyclo[5,4,0]undec-7-ene). Run in C(C)#N (acetonitrile). The product is C(C1=CC=CC=C1)N1[C@@H]2CN([C@H](C1)C2)C2=C(C=C(C=C2)[N+](=O)[O-])F (4-[(1S)(4S)-2-benzyl-2,5-diazabicyclo{2,2,1}heptan-5-yl]-3-fluoro-1-nitrobenzene). Yield: 96.7%. RXN SMILES: Br.Br.[CH2:3]([N:10]1[CH2:15][C@@H:14]2[CH2:16][C@H:11]1[CH2:12][NH:13]2)[C:4]1[CH:9]=[CH:8][CH:7]=[CH:6][CH:5]=1.[F:17][C:18]1[CH:19]=[C:20]([N+:25]([O-:27])=[O:26])[CH:21]=[CH:22][C:23]=1F.N12CCCN=C1CCCCC2>C(#N)C>[CH2:3]([N:10]1[CH2:15][C@@H:14]2[CH2:16][C@H:11]1[CH2:12][N:13]2[C:23]1[CH:22]=[CH:21][C:20]([N+:25]([O-:27])=[O:26])=[CH:19][C:18]=1[F:17])[C:4]1[CH:5]=[CH:6][CH:7]=[CH:8][CH:9]=1 |f:0.1.2|. Procedure: A mixture of (1S)(4S)-2-benzyl-2,5-diazabicyclo{2,2,1}heptane dihydrobromide [Henry et al. J. Med. Chem. (1974), 17, 481] (1.05 g, 3 mmol), 3,4-difluoronitrobenzene (0.48 g, 3 mmol) and 1,8-diazabicyclo[5,4,0]undec-7-ene (1.38 g, 9 mmol) in acetonitrile (10 ml) was stirred and heated at reflux for 2 hours. Solvent was evaporated and the residue was partitioned between EtOAc and water. The organic layer was filtered (1PS paper) and the filtrate evaporated to give 4-[(1S)(4S)-2-benzyl-2,5-diazabic...